From a dataset of the Open Reaction Database (ORD), a public repository of structured organic reaction records. describe an organic reaction: reactants, conditions, products, and yield Starting materials: CC#CCN, Fc1cccc(F)c1C1=NCC(=S)Nc2ccc(Cl)cc21, C1CCOC1. Product: CC#CCNC1=Nc2ccc(Cl)cc2C(c2c(F)cccc2F)=NC1. Reaction SMILES: [CH2:22]([C:23]#[C:24][CH3:25])[NH2:26].[Cl:1][c:2]1[cH:3][cH:4][c:5]2[c:6]([cH:21]1)[C:7]([c:13]1[c:14]([F:20])[cH:15][cH:16][cH:17][c:18]1[F:19])=[N:8][CH2:9][C:10](=[S:12])[NH:11]2.[O:27]1[CH2:28][CH2:29][CH2:30][CH2:31]1>>[Cl:1][c:2]1[cH:3][cH:4][c:5]2[c:6]([cH:21]1)[C:7]([c:13]1[c:14]([F:20])[cH:15][cH:16][cH:17][c:18]1[F:19])=[N:8][CH2:9][C:10]([NH:26][CH2:22][C:23]#[C:24][CH3:25])=[N:11]2. Starting materials: CC(NC(=O)OC(C)(C)C)C(=O)NCc1ccc(-n2nc(C(F)(F)F)cc2C(=O)O)s1, ClCCCl, CN(C)c1ccncc1, ClCCl, NCc1ccccc1. Yields the product CC(NC(=O)OC(C)(C)C)C(=O)NCc1ccc(-n2nc(C(F)(F)F)cc2C(=O)NCc2ccccc2)s1. As a reaction SMILES: [C:1]([CH3:2])([CH3:3])([CH3:4])[O:5][C:6](=[O:7])[NH:8][CH:9]([C:10](=[O:11])[NH:12][CH2:13][c:14]1[cH:15][cH:16][c:17](-[n:19]2[n:20][c:21]([C:27]([F:28])([F:29])[F:30])[cH:22][c:23]2[C:24](=[O:25])[OH:26])[s:18]1)[CH3:31].[CH2:40]([Cl:41])[CH2:42][Cl:43].[CH3:47][N:48]([c:49]1[cH:50][cH:51][n:52][cH:53][cH:54]1)[CH3:55].[Cl:44][CH2:45][Cl:46].[NH2:32][CH2:33][c:34]1[cH:35][cH:36][cH:37][cH:38][cH:39]1>>[C:1]([CH3:2])([CH3:3])([CH3:4])[O:5][C:6](=[O:7])[NH:8][CH:9]([C:10](=[O:11])[NH:12][CH2:13][c:14]1[cH:15][cH:16][c:17](-[n:19]2[n:20][c:21]([C:27]([F:28])([F:29])[F:30])[cH:22][c:23]2[C:24](=[O:25])[NH:32][CH2:33][c:34]2[cH:35][cH:36][cH:37][cH:38][cH:39]2)[s:18]1)[CH3:31]. The reactants are O=S(=O)(c1ccccc1)C1CC2N(Cc3ccccc3)C1CCC21OCCO1, CO, [Hg], [Na+], [Na+], [Na], [Na], C1CCOC1, O=P([O-])([O-])O. Product: c1ccc(CN2C3CCC2C2(CC3)OCCO2)cc1. Reaction SMILES: [CH2:10]1[CH2:11][O:12][C:13]2([CH:14]3[CH2:15][CH:16]([S:28]([c:29]4[cH:30][cH:31][cH:32][cH:33][cH:34]4)(=[O:35])=[O:36])[CH:17]([CH2:18][CH2:19]2)[N:20]3[CH2:21][c:22]2[cH:23][cH:24][cH:25][cH:26][cH:27]2)[O:37]1.[CH3:8][OH:9].[Hg:44].[Na+:6].[Na+:7].[Na:38].[Na:45].[O:39]1[CH2:40][CH2:41][CH2:42][CH2:43]1.[P:1]([O-:2])([O-:3])([OH:4])=[O:5]>>[CH2:10]1[CH2:11][O:12][C:13]2([CH:14]3[CH2:15][CH2:16][CH:17]([CH2:18][CH2:19]2)[N:20]3[CH2:21][c:22]2[cH:23][cH:24][cH:25][cH:26][cH:27]2)[O:37]1. Reactants: C1(CC1)C=1C(=CC(=NC1)C(=O)NC(C(=O)O)C(C)(C)C)O[C@H](C(F)(F)F)C (2-[[5-cyclopropyl-4-[(1S)-2,2,2-trifluoro-1-methyl-ethoxy]pyridine-2-carbonyl]amino]-3,3-dimethyl-butanoic acid), [Cl-].[NH4+] (ammonium chloride). Yields the product NC(C(C(C)(C)C)NC(=O)C1=NC=C(C(=C1)O[C@H](C(F)(F)F)C)C1CC1)=O (N-(1-amino-3,3-dimethyl-1-oxobutan-2-yl)-5-cyclopropyl-4-[(2S)-1,1,1-trifluoropropan-2-yl]oxypyridine-2-carboxamide). RXN SMILES: [CH:1]1([C:4]2[C:5]([O:21][C@@H:22]([CH3:27])[C:23]([F:26])([F:25])[F:24])=[CH:6][C:7]([C:10]([NH:12][CH:13]([C:17]([CH3:20])([CH3:19])[CH3:18])[C:14]([OH:16])=O)=[O:11])=[N:8][CH:9]=2)[CH2:3][CH2:2]1.[Cl-].[NH4+:29]>>[NH2:29][C:14](=[O:16])[CH:13]([NH:12][C:10]([C:7]1[CH:6]=[C:5]([O:21][C@@H:22]([CH3:27])[C:23]([F:24])([F:26])[F:25])[C:4]([CH:1]2[CH2:2][CH2:3]2)=[CH:9][N:8]=1)=[O:11])[C:17]([CH3:20])([CH3:19])[CH3:18] |f:1.2|. Procedure: The title compound was synthesized in analogy to Example 112e, using 2-[[5-cyclopropyl-4-[(1S)-2,2,2-trifluoro-1-methyl-ethoxy]pyridine-2-carbonyl]amino]-3,3-dimethyl-butanoic acid (Example 199b) and ammonium chloride as starting materials and isolated (105 mg, 88%); MS (ESI, m/z): 388.6 (M+H+).